Dataset: the Open Reaction Database (ORD), a public repository of structured organic reaction records. Task: describe an organic reaction: reactants, conditions, products, and yield Starting materials: Cc1c(N(Cc2ccccc2)Cc2ccc(Oc3cccc(OCCOC4CCCCO4)c3)cc2)cccc1[N+](=O)[O-], CCO, CCOC(C)=O, Cc1ccc(S(=O)(=O)[O-])cc1, c1cc[nH+]cc1. Product: Cc1c(N(Cc2ccccc2)Cc2ccc(Oc3cccc(OCCO)c3)cc2)cccc1[N+](=O)[O-]. Reaction SMILES: [CH2:1]([c:2]1[cH:3][cH:4][cH:5][cH:6][cH:7]1)[N:8]([CH2:9][c:10]1[cH:11][cH:12][c:13]([O:16][c:17]2[cH:18][c:19]([O:23][CH2:24][CH2:25][O:26][CH:27]3[CH2:28][CH2:29][CH2:30][CH2:31][O:32]3)[cH:20][cH:21][cH:22]2)[cH:14][cH:15]1)[c:33]1[c:34]([CH3:42])[c:35]([N+:39](=[O:40])[O-:41])[cH:36][cH:37][cH:38]1.[CH3:60][CH2:61][OH:62].[CH3:63][CH2:64][O:65][C:66](=[O:67])[CH3:68].[c:43]1([CH3:44])[cH:45][cH:46][c:47]([S:48]([O-:49])(=[O:50])=[O:51])[cH:52][cH:53]1.[nH+:54]1[cH:55][cH:56][cH:57][cH:58][cH:59]1>>[CH2:1]([c:2]1[cH:3][cH:4][cH:5][cH:6][cH:7]1)[N:8]([CH2:9][c:10]1[cH:11][cH:12][c:13]([O:16][c:17]2[cH:18][c:19]([O:23][CH2:24][CH2:25][OH:26])[cH:20][cH:21][cH:22]2)[cH:14][cH:15]1)[c:33]1[c:34]([CH3:42])[c:35]([N+:39](=[O:40])[O-:41])[cH:36][cH:37][cH:38]1.